The task is: describe an organic reaction: reactants, conditions, products, and yield. This data is from the Open Reaction Database (ORD), a public repository of structured organic reaction records. The reactants are COc1ccc(-c2nc(S)[nH]c2-c2ccc(OC)cc2)cc1, CN(C)C=O, O=[N+]([O-])c1cc(C(F)(F)F)ccc1Cl, [H-], [Na+]. Product: COc1ccc(-c2nc(Sc3ccc(C(F)(F)F)cc3[N+](=O)[O-])[nH]c2-c2ccc(OC)cc2)cc1. RXN SMILES: [CH3:15][O:16][c:17]1[cH:18][cH:19][c:20](-[c:23]2[n:24][c:25]([SH:36])[nH:26][c:27]2-[c:28]2[cH:29][cH:30][c:31]([O:34][CH3:35])[cH:32][cH:33]2)[cH:21][cH:22]1.[CH3:39][N:40]([CH3:41])[CH:42]=[O:43].[Cl:1][c:2]1[c:3]([N+:12](=[O:13])[O-:14])[cH:4][c:5]([C:8]([F:9])([F:10])[F:11])[cH:6][cH:7]1.[H-:37].[Na+:38]>>[c:2]1([S:36][c:25]2[nH:24][c:23](-[c:20]3[cH:19][cH:18][c:17]([O:16][CH3:15])[cH:22][cH:21]3)[c:27](-[c:28]3[cH:29][cH:30][c:31]([O:34][CH3:35])[cH:32][cH:33]3)[n:26]2)[c:3]([N+:12](=[O:13])[O-:14])[cH:4][c:5]([C:8]([F:9])([F:10])[F:11])[cH:6][cH:7]1. Starting materials: O.[OH-].[Li+] (Lithium hydroxide monohydrate), COC(=O)C1=CC=C(C=C1)C1=CC=C(C=C1)OCCCCCCCCCCCCCCCCCC (Methyl-4'-octadecyloxy-4-biphenylcarboxylate), Cl (HCl). Solvent: C1CCOC1 (THF), O (water), O (Water). The product is C(CCCCCCCCCCCCCCCCC)OC1=CC=C(C=C1)C1=CC=C(C=C1)C(=O)O (4'-Octadecyloxy-4-biphenylcarboxylic acid). Isolated yield 71.9%. As a reaction SMILES: O.[OH-].[Li+].C[O:5][C:6]([C:8]1[CH:13]=[CH:12][C:11]([C:14]2[CH:19]=[CH:18][C:17]([O:20][CH2:21][CH2:22][CH2:23][CH2:24][CH2:25][CH2:26][CH2:27][CH2:28][CH2:29][CH2:30][CH2:31][CH2:32][CH2:33][CH2:34][CH2:35][CH2:36][CH2:37][CH3:38])=[CH:16][CH:15]=2)=[CH:10][CH:9]=1)=[O:7].Cl>O.C1COCC1>[CH2:21]([O:20][C:17]1[CH:16]=[CH:15][C:14]([C:11]2[CH:12]=[CH:13][C:8]([C:6]([OH:7])=[O:5])=[CH:9][CH:10]=2)=[CH:19][CH:18]=1)[CH2:22][CH2:23][CH2:24][CH2:25][CH2:26][CH2:27][CH2:28][CH2:29][CH2:30][CH2:31][CH2:32][CH2:33][CH2:34][CH2:35][CH2:36][CH2:37][CH3:38] |f:0.1.2|. Procedure details: Lithium hydroxide monohydrate (874 mg, 20.8 mmol) was added to a suspension of the ester 28a (2.00 g, 4.17 mmol), 50 ml water, and 200 ml THF. The mixture was refluxed for 48 hours and then was acidified with concentrated HCl. Water (150 ml) was added and the solution was cooled. The resulting tan precipitate was filtered and washed with water. The tan precipitate was dissolved in 100 ml hot THF and hexanes were added until the solution remained cloudy with stirring. After cooling, crystals were...